Dataset: the Open Reaction Database (ORD), a public repository of structured organic reaction records. Task: describe an organic reaction: reactants, conditions, products, and yield The reactants are FC1=CC=C(C=C1)C1=CC(=NC(=N1)N1C(CCC1)C)N1[C@@H](CN(CC1)C1=NC=C(C(=O)O)C=C1C)C (6-{4-[6-(4-fluoro-phenyl)-2-(2-methyl-pyrrolidin-1-yl)-pyrimidin-4-yl]-3-(R)-methyl-piperazin-1-yl}-5-methyl-nicotinic acid), CO (MeOH). Reagents/catalysts: OS(=O)(=O)O (H2SO4). The product is COC(C1=CN=C(C(=C1)C)N1C[C@H](N(CC1)C1=NC(=NC(=C1)C1=CC=C(C=C1)F)N1C(CCC1)C)C)=O (6-{4-[6-(4-Fluoro-phenyl)-2-(2-methyl-pyrrolidin-1-yl)-pyrimidin-4-yl]-3-(R)-methyl-piperazin-1-yl}-5-methyl-nicotinic acid methyl ester). RXN SMILES: [F:1][C:2]1[CH:7]=[CH:6][C:5]([C:8]2[N:13]=[C:12]([N:14]3[CH2:18][CH2:17][CH2:16][CH:15]3[CH3:19])[N:11]=[C:10]([N:20]3[CH2:25][CH2:24][N:23]([C:26]4[C:34]([CH3:35])=[CH:33][C:29]([C:30]([OH:32])=[O:31])=[CH:28][N:27]=4)[CH2:22][C@H:21]3[CH3:36])[CH:9]=2)=[CH:4][CH:3]=1.[CH3:37]O>OS(O)(=O)=O>[CH3:37][O:31][C:30](=[O:32])[C:29]1[CH:33]=[C:34]([CH3:35])[C:26]([N:23]2[CH2:24][CH2:25][N:20]([C:10]3[CH:9]=[C:8]([C:5]4[CH:4]=[CH:3][C:2]([F:1])=[CH:7][CH:6]=4)[N:13]=[C:12]([N:14]4[CH2:18][CH2:17][CH2:16][CH:15]4[CH3:19])[N:11]=3)[C@H:21]([CH3:36])[CH2:22]2)=[N:27][CH:28]=1. Procedure: Reflux a solution of 6-{4-[6-(4-fluoro-phenyl)-2-(2-methyl-pyrrolidin-1-yl)-pyrimidin-4-yl]-3-(R)-methyl-piperazin-1-yl}-5-methyl-nicotinic acid (120 mg, 0.245 mmol) and 2 drops of concentrated H2SO4 in MeOH for 4 h. Cool to room temperature, concentrate, and partition between saturated NaHCO3 and EtOAc. Dry the solution (Na2SO4), concentrate under reduced pressure. Purify the residue by flash column chromatography eluting with EtOAc-Hexanes (1:4) to afford the title ester as an oil.